Dataset: the Open Reaction Database (ORD), a public repository of structured organic reaction records. Task: describe an organic reaction: reactants, conditions, products, and yield Reaction SMILES: [NH2:1][C:2]1[CH:7]=[CH:6][CH:5]=[CH:4][C:3]=1[OH:8].[F:9][C:10]([F:25])([F:24])[C:11]1[CH:16]=[CH:15][CH:14]=[CH:13][C:12]=1[C:17]1[O:21][C:20]([CH:22]=O)=[CH:19][CH:18]=1>>[F:25][C:10]([F:9])([F:24])[C:11]1[CH:16]=[CH:15][CH:14]=[CH:13][C:12]=1[C:17]1[O:21][C:20]([CH:22]=[N:1][C:2]2[CH:7]=[CH:6][CH:5]=[CH:4][C:3]=2[OH:8])=[CH:19][CH:18]=1. Product: FC(C1=C(C=CC=C1)C1=CC=C(O1)C=NC1=C(C=CC=C1)O)(F)F (2-{[5-(2-(trifluoromethyl)phenyl)furan-2-yl]methyleneamino}phenol), powder. Reactants: NC1=C(C=CC=C1)O (2-Aminophenol), FC(C1=C(C=CC=C1)C1=CC=C(O1)C=O)(F)F (5-(2-(trifluoromethyl)phenyl)furan-2-carbaldehyde). The yield is 89.0%. Procedure: Using 2-Aminophenol and 5-(2-(trifluoromethyl)phenyl)furan-2-carbaldehyde, 3.53 g of 2-{[5-(2-(trifluoromethyl)phenyl)furan-2-yl]methyleneamino}phenol were obtained as a yellow powder (yield 89%). Starting materials: Cl.C1(CC1)N(C(C1=CC=C(C=C1)C1=CN=CO1)=O)C1CCNCC1 (N-cyclopropyl-4-oxazol-5-yl-N-piperidin-4-yl-benzamide hydrochloride), ClC1=NC=C(C=N1)OC(C)C (2-chloro-5-isopropoxy-pyrimidine). The solvent is CN1C(CCC1)=O (N-methylpyrrolidinone). The product is C1(CC1)N(C(C1=CC=C(C=C1)C1=CN=CO1)=O)C1CCN(CC1)C1=NC=C(C=N1)OC(C)C (N-Cyclopropyl-N-[1-(5-isopropoxy-pyrimidin-2-yl)-piperidin-4-yl]-4-oxazol-5-yl-benzamide). Reaction SMILES: Cl.[CH:2]1([N:5]([CH:19]2[CH2:24][CH2:23][NH:22][CH2:21][CH2:20]2)[C:6](=[O:18])[C:7]2[CH:12]=[CH:11][C:10]([C:13]3[O:17][CH:16]=[N:15][CH:14]=3)=[CH:9][CH:8]=2)[CH2:4][CH2:3]1.Cl[C:26]1[N:31]=[CH:30][C:29]([O:32][CH:33]([CH3:35])[CH3:34])=[CH:28][N:27]=1>CN1CCCC1=O>[CH:2]1([N:5]([CH:19]2[CH2:24][CH2:23][N:22]([C:26]3[N:31]=[CH:30][C:29]([O:32][CH:33]([CH3:35])[CH3:34])=[CH:28][N:27]=3)[CH2:21][CH2:20]2)[C:6](=[O:18])[C:7]2[CH:8]=[CH:9][C:10]([C:13]3[O:17][CH:16]=[N:15][CH:14]=3)=[CH:11][CH:12]=2)[CH2:4][CH2:3]1 |f:0.1|. Procedure: The title compound is prepared from N-cyclopropyl-4-oxazol-5-yl-N-piperidin-4-yl-benzamide hydrochloride and 2-chloro-5-isopropoxy-pyrimidine following a procedure analogous to that described in Example 19 using N-methylpyrrolidinone as solvent. LC (method 16): tR=0.48 min; Mass spectrum (ESI+): m/z=448 [M+H]+.